This data is from the Open Reaction Database (ORD), a public repository of structured organic reaction records. The task is: describe an organic reaction: reactants, conditions, products, and yield Starting materials: C(C)(C)(C)OC(=O)NCCCC[C@H](N)C(=O)O (N6 -t-butoxycarbonyl-L-lysine), C(CC1=CC=CC=C1)OC(=O)ON1C(CCC1=O)=O (N-(phenethyloxycarbonyloxy)succinimide). Run in C(C)#N (acetonitrile), C([O-])([O-])=O.[K+].[K+] (potassium carbonate). Reaction conditions: time 1 hour. The product is C(C)(C)(C)OC(=O)NCCCC[C@H](NC(=O)OCCC1=CC=CC=C1)C(=O)O (N6 -t-butoxycarbonyl-N2 -phenethyloxycarbonyl-L-lysine). The yield is 111.1%. RXN SMILES: [C:1]([O:5][C:6]([NH:8][CH2:9][CH2:10][CH2:11][CH2:12][C@@H:13]([C:15]([OH:17])=[O:16])[NH2:14])=[O:7])([CH3:4])([CH3:3])[CH3:2].[CH2:18]([O:26][C:27](ON1C(=O)CCC1=O)=[O:28])[CH2:19][C:20]1[CH:25]=[CH:24][CH:23]=[CH:22][CH:21]=1>C(#N)C.C(=O)([O-])[O-].[K+].[K+]>[C:1]([O:5][C:6]([NH:8][CH2:9][CH2:10][CH2:11][CH2:12][C@@H:13]([C:15]([OH:17])=[O:16])[NH:14][C:27]([O:26][CH2:18][CH2:19][C:20]1[CH:25]=[CH:24][CH:23]=[CH:22][CH:21]=1)=[O:28])=[O:7])([CH3:4])([CH3:2])[CH3:3] |f:3.4.5|. Procedure details: N,N'-disuccininyl carbonate (5.12 g), 2.44 g of phenethyl alcohol and 0.49 g of 4-dimethylaminopyridine were stirred in methylene choride for 3 days. The reaction mixture was washed with water, dried over anhydrous sodium sulfate and concentrated to dryness under reduced pressure. The residue was crystallized from ether. The crystals were collected by filtration to give 3.5 g of N-(phenethyloxycarbonyloxy)succinimide (mp. 69°-72° C.). N6 -t-butoxycarbonyl-L-lysine (2.53 g) was dissolved in a mix... RXN SMILES: [Br:1][c:2]1[cH:3][c:4]2[c:14]([cH:15][cH:16]1)[O:13][c:7]1[c:6]([cH:11][c:10]([Cl:12])[n:9][cH:8]1)[C:5]21[CH2:17][O:18][CH2:19][C:20]([NH2:22])=[N:21]1.[CH3:23][O-:24].[CH3:26][S:27]([CH3:28])=[O:29].[Na+:25]>>[Br:1][c:2]1[cH:3][c:4]2[c:14]([cH:15][cH:16]1)[O:13][c:7]1[c:6]([cH:11][c:10]([O:24][CH3:23])[n:9][cH:8]1)[C:5]21[CH2:17][O:18][CH2:19][C:20]([NH2:22])=[N:21]1. Reactants: NC1=NC2(COC1)c1cc(Br)ccc1Oc1cnc(Cl)cc12, C[O-], CS(C)=O, [Na+]. Yields the product COc1cc2c(cn1)Oc1ccc(Br)cc1C21COCC(N)=N1.